describe an organic reaction: reactants, conditions, products, and yield From a dataset of the Open Reaction Database (ORD), a public repository of structured organic reaction records. Yields the product C[C@]12CC[C@@]3([C@@H]([C@H]2CC[C@@H]2[C@]4(CC=C(C([C@@H]4CC[C@@]12C)(C)C)C1=CC=C(C(=O)O)C=C1)C)[C@@H](CC3)C(=C)C)NCC(=O)NC (4-((1R,3aS,5aR,5bR,7aR,11aS,11bR,13aR,13bR)-5a,5b,8,8,11a-pentamethyl-3a-(2-(methylamino)-2-oxoethylamino)-1-(prop-1-en-2-yl)-2,3,3a,4,5,5a,5b,6,7,7a,8,11,11a,11b,12,13,13a,13b-octadecahydro-1H-cyclopenta[a]chrysen-9-yl)benzoic acid), solid. RXN SMILES: [CH3:1][N:2](C)[C:3](=[O:44])[CH2:4][NH:5][C@:6]12[CH2:40][CH2:39][C@@H:38]([C:41]([CH3:43])=[CH2:42])[C@@H:7]1[C@@H:8]1[C@@:21]([CH3:24])([CH2:22][CH2:23]2)[C@@:20]2([CH3:25])[C@@H:11]([C@:12]3([CH3:37])[C@@H:17]([CH2:18][CH2:19]2)[C:16]([CH3:27])([CH3:26])[C:15]([C:28]2[CH:36]=[CH:35][C:31]([C:32]([OH:34])=[O:33])=[CH:30][CH:29]=2)=[CH:14][CH2:13]3)[CH2:10][CH2:9]1.ClCC(NC)=O>>[CH3:24][C@:21]12[C@@:20]3([CH3:25])[C@@H:11]([C@:12]4([CH3:37])[C@@H:17]([CH2:18][CH2:19]3)[C:16]([CH3:26])([CH3:27])[C:15]([C:28]3[CH:29]=[CH:30][C:31]([C:32]([OH:34])=[O:33])=[CH:35][CH:36]=3)=[CH:14][CH2:13]4)[CH2:10][CH2:9][C@@H:8]1[C@H:7]1[C@H:38]([C:41]([CH3:43])=[CH2:42])[CH2:39][CH2:40][C@:6]1([NH:5][CH2:4][C:3]([NH:2][CH3:1])=[O:44])[CH2:23][CH2:22]2. Procedure: The title compound was prepared following the method described above for the synthesis of 4-((1R,3aS,5aR,5bR,7aR,11aS,11bR,13aR,13bR)-3a-(2-(dimethylamino)-2-oxoethylamino)-5a,5b,8,8,11a-pentamethyl-1-(prop-1-en-2-yl)-2,3,3a,4,5,5a,5b,6,7,7a,8,11,11a,11b,12,13,13a,13b-octadecahydro-1H-cyclopenta[a]chrysen-9-yl)benzoic acid using 2-chloro-N-methylacetamide as the alkylating reagent in Step 1. The product was isolated as a white solid (41 mg, 80%). LCMS: m/e 601.45 (M+H)+, 2.31 min (method 11). 1H... Reactants: CN(C(CN[C@]12[C@@H]([C@H]3CC[C@@H]4[C@]5(CC=C(C([C@@H]5CC[C@]4([C@@]3(CC1)C)C)(C)C)C1=CC=C(C(=O)O)C=C1)C)[C@@H](CC2)C(=C)C)=O)C (4-((1R,3aS,5aR,5bR,7aR,11aS,11bR,13aR,13bR)-3a-(2-(dimethylamino)-2-oxoethylamino)-5a,5b,8,8,11a-pentamethyl-1-(prop-1-en-2-yl)-2,3,3a,4,5,5a,5b,6,7,7a,8,11,11a,11b,12,13,13a,13b-octadecahydro-1H-cyclopenta[a]chrysen-9-yl)benzoic acid), ClCC(=O)NC (2-chloro-N-methylacetamide). Yield: 80.0%. Reactants: C(C)#N (acetonitrile), C1CCOC1 (THF), ( g ), C(CCC)[Li] (n-butyl lithium), C1CCCCC1 (cyclohexane), ethyl 4-methoxy phenyl acetate, [OH-].[Na+] (NaOH). Run at temperature -78 celsius, time 1.5 hour. Yields the product COC1=CC=C(C=C1)CC(CC#N)=O (4-(4-methoxy-phenyl)-3-oxo-butyronitile). The yield is 11.0%. As a reaction SMILES: [C:1](#[N:3])[CH3:2].[CH2:4]1[CH2:8][O:7][CH2:6][CH2:5]1.C([Li])CCC.[OH-:14].[Na+].[CH2:16]1C[CH2:20][CH2:19][CH2:18][CH2:17]1>>[CH3:6][O:7][C:8]1[CH:4]=[CH:5][C:18]([CH2:19][C:20](=[O:14])[CH2:2][C:1]#[N:3])=[CH:17][CH:16]=1 |f:3.4|. Procedure: Dry acetonitrile (0.738 gms.) is mixed with 24.5 mL THF under Ar(g) and cooled to −78° C. in a dry ice-acetone bath. Dropwise addition of 2M n-butyl lithium in cyclohexane (7.72 mL) to this mixture then affords a yellowish/orange color solution. The mixture is allowed to stir at −78° C. for an additional 1.5 h followed by dropwise addition of ethyl 4-methoxy phenyl acetate (2.5 gms.). The resulting solution is stirred at −78° C. for an additional 30 minutes and then is stirred overnight at room ... The reactants are CC(C(C)(O)C1=NC=CN=C1)C (3-methyl-2-pyrazin-2-yl-butan-2-ol). The reagents and catalysts are [Pt](=O)=O (platinum dioxide), [Pt](=O)=O (platinum dioxide). The solvent is CO (methanol). Reaction conditions: time 24 hour. The product is CC(C(C)(O)C1NCCNC1)C (3-methyl-2-(piperazin-2-yl)butan-2-ol). Isolated yield 96.5%. As a reaction SMILES: [CH3:1][CH:2]([CH3:12])[C:3]([C:6]1[CH:11]=[N:10][CH:9]=[CH:8][N:7]=1)([OH:5])[CH3:4]>[Pt](=O)=O.CO>[CH3:1][CH:2]([CH3:12])[C:3]([CH:6]1[CH2:11][NH:10][CH2:9][CH2:8][NH:7]1)([OH:5])[CH3:4]. Procedure: A PARR vessel was charged with platinum dioxide (1 g, 4.404 mmol), methanol (70 mL) and 3-methyl-2-pyrazin-2-yl-butan-2-ol (5 g, 30.08 mmol). The vessel was shaken in the PARR under a 60 psi H2 pressure for 24 hours. As the reaction did not go to completion, more platinum dioxide (˜300 mg) was added and the reaction mixture was shaken in the PARR for another 24 hours. The catalyst was filtered off and the filtrate was concentrated in vacuo to give the title compound as a colourless oil (5 g; 97%...